describe an organic reaction: reactants, conditions, products, and yield From a dataset of the Open Reaction Database (ORD), a public repository of structured organic reaction records. Reactants: N1N=CN=C1 (1,2,4-triazole), C(CCC)P(CCCC)CCCC (tributylphosphine), N(=NC(=O)N1CCCCC1)C(=O)N1CCCCC1 (1,1′-(azodicarbonyl)dipiperidine), N(=NC(=O)N1CCCCC1)C(=O)N1CCCCC1 (1,1′-(azodicarbonyl)dipiperidine), C1(CC1)S(=O)(=O)C1=CC=C(C=C1)C(CC1CCOCC1)C1=CC=C(N1)C1=CC=C(C=N1)CO ([6-(5-[1-[4-(cyclopropylsulfonyl)phenyl]-2-(tetrahydro-2H-pyran-4-yl)ethyl]-1H-pyrrol-2-yl)pyridin-3-yl]methanol), C(CCC)P(CCCC)CCCC (tributylphosphine), N1N=CN=C1 (1,2,4-triazole). Run in O1CCCC1 (tetrahydrofuran). Conditions: time 15 hour. Product: C1(CC1)S(=O)(=O)C1=CC=C(C=C1)C(CC1CCOCC1)C1=CC=C(N1)C1=NC=C(C=C1)CN1N=CN=C1 (2-(5-{1-[4-(cyclopropylsulfonyl)phenyl]-2-(tetrahydro-2H-pyran-4-yl)ethyl}-1H-pyrrol-2-yl)-5-(1H-1,2,4-triazol-1-ylmethyl)pyridine). RXN SMILES: [CH:1]1([S:4]([C:7]2[CH:12]=[CH:11][C:10]([CH:13]([C:21]3[NH:25][C:24]([C:26]4[N:31]=[CH:30][C:29]([CH2:32]O)=[CH:28][CH:27]=4)=[CH:23][CH:22]=3)[CH2:14][CH:15]3[CH2:20][CH2:19][O:18][CH2:17][CH2:16]3)=[CH:9][CH:8]=2)(=[O:6])=[O:5])[CH2:3][CH2:2]1.C(P(CCCC)CCCC)CCC.[NH:47]1[CH:51]=[N:50][CH:49]=[N:48]1.N(C(N1CCCCC1)=O)=NC(N1CCCCC1)=O>O1CCCC1>[CH:1]1([S:4]([C:7]2[CH:12]=[CH:11][C:10]([CH:13]([C:21]3[NH:25][C:24]([C:26]4[CH:27]=[CH:28][C:29]([CH2:32][N:47]5[CH:51]=[N:50][CH:49]=[N:48]5)=[CH:30][N:31]=4)=[CH:23][CH:22]=3)[CH2:14][CH:15]3[CH2:20][CH2:19][O:18][CH2:17][CH2:16]3)=[CH:9][CH:8]=2)(=[O:6])=[O:5])[CH2:2][CH2:3]1. Procedure details: To a mixture of [6-(5-[1-[4-(cyclopropylsulfonyl)phenyl]-2-(tetrahydro-2H-pyran-4-yl)ethyl]-1H-pyrrol-2-yl)pyridin-3-yl]methanol (430 mg), tributylphosphine (280 mg), 1,2,4-triazole (76 mg) and tetrahydrofuran (30 mL) was added 1,1′-(azodicarbonyl)dipiperidine (350 mg) at room temperature, and the mixture was stirred at room temperature for 15 hr. To the mixture were added 1,2,4-triazole (76 mg) and tributylphosphine (280 mg), 1,1′-(azodicarbonyl)dipiperidine (350 mg) was further added at room t... RXN SMILES: O[C:2](=[C:4]1[C:9](=O)[CH2:8][CH:7]([C:11]2[CH:16]=[CH:15][CH:14]=[CH:13][C:12]=2[Cl:17])[CH2:6][C:5]1=[O:18])[CH3:3].O.[NH2:20][NH2:21]>C(O)C>[Cl:17][C:12]1[CH:13]=[CH:14][CH:15]=[CH:16][C:11]=1[CH:7]1[CH2:8][C:9]2[NH:21][N:20]=[C:2]([CH3:3])[C:4]=2[C:5](=[O:18])[CH2:6]1 |f:1.2|. Yields the product ClC1=C(C=CC=C1)C1CC(C=2C(=NNC2C1)C)=O (6-(2-chlorophenyl)-3-methyl-4,5,6,7-tetrahydroindazol-4-one). Procedure details: A solution of 2-(1-hydroxyethylidene)-5-(2-chlorophenyl)cyclohexane-1,3-dione (0.31 g) and hydrazine hydrate (0.065 g) in ethanol (10 ml) was refluxed for 30 minutes. Under reduced pressure, the solvent was evaporated, and the residue was recrystallized from ethyl acetate-hexane to give colorless crystals of 6-(2-chlorophenyl)-3-methyl-4,5,6,7-tetrahydroindazol-4-one (0.26 g). Isolated yield 85.2%. Reactants: OC(C)=C1C(CC(CC1=O)C1=C(C=CC=C1)Cl)=O (2-(1-hydroxyethylidene)-5-(2-chlorophenyl)cyclohexane-1,3-dione), O.NN (hydrazine hydrate). The solvent is C(C)O (ethanol). Starting materials: CNC(=O)C1=NC=CC(=C1)OC1=CC=C(C=C1)N (4-(4-aminophenoxy)pyridine-2-carboxylic acid methylamide), NC1=CC=C(C=C1)O (4-aminophenol). Solvent: CO.C(Cl)Cl (MeOH DCM). The product is CNC(=O)C1=NC=CC(=C1)OC=1C=CC(=C2C=CC=NC12)N (4-(5-Aminoquinolin-8-yloxy)pyridine-2-carboxylic acid methylamide). Reaction SMILES: [CH3:1][NH:2][C:3]([C:5]1[CH:10]=[C:9]([O:11][C:12]2[CH:17]=[CH:16][C:15]([NH2:18])=[CH:14][CH:13]=2)[CH:8]=[CH:7][N:6]=1)=[O:4].[NH2:19][C:20]1C=CC(O)=[CH:22][CH:21]=1>CO.C(Cl)Cl>[CH3:1][NH:2][C:3]([C:5]1[CH:10]=[C:9]([O:11][C:12]2[CH:17]=[CH:16][C:15]([NH2:18])=[C:14]3[C:13]=2[N:19]=[CH:20][CH:21]=[CH:22]3)[CH:8]=[CH:7][N:6]=1)=[O:4] |f:2.3|. Procedure: The title compound was prepared in the same manner described for 4-(4-aminophenoxy)pyridine-2-carboxylic acid methylamide, substituting 5-amino-8-hydroxyquinoline for 4-aminophenol. 1H-NMR (DMSO-d6) δ 8.72 to 8.66 (m, 2H), 8.60 (dd, J=8.7, 1.8 Hz, 1H), 8.40 (d, J=5.7 Hz, 1H), 7.42 (dd, J=8.7, 4.2 Hz, 1H), 7.37 (d, J=8.4 Hz, 1H), 7.15 (d, J=2.7 Hz, 1H), 7.04 (dd, J=5.4, 2.7 Hz, 1H), 6.73 (d, J=8.1 Hz, 1H), 6.13 (s, 2H), 2.73 (d, J=5.1 Hz, 3H); MS LC-MS (M+H)+=295.2; TLC (5% MeOH/DCM), Rf=0.31. Yield: 105.1%. Reactants: BrC=1C=C(C(=C(C1)C)[N+](=O)[O-])C (5-bromo-1,3-dimethyl-2-nitrobenzene), FC(C(=C)B(O)O)(F)F ([1-(trifluoromethyl)vinyl]boronic acid), C([O-])([O-])=O.[K+].[K+] (potassium carbonate). As a reaction SMILES: Br[C:2]1[CH:3]=[C:4]([CH3:12])[C:5]([N+:9]([O-:11])=[O:10])=[C:6]([CH3:8])[CH:7]=1.[F:13][C:14]([F:21])([F:20])[C:15](B(O)O)=[CH2:16].C(=O)([O-])[O-].[K+].[K+]>C1COCC1.O>[CH3:12][C:4]1[CH:3]=[C:2]([C:15]([C:14]([F:21])([F:20])[F:13])=[CH2:16])[CH:7]=[C:6]([CH3:8])[C:5]=1[N+:9]([O-:11])=[O:10] |f:2.3.4|. Reported procedure: 5-bromo-1,3-dimethyl-2-nitrobenzene (10.0 g), [1-(trifluoromethyl)vinyl]boronic acid (purity: 60%, 13.4 g) and potassium carbonate (14.4 g) was dissolved in the mixed solvent of THF and water, which was then degassed three times. To the solution was added dichloro bis(triphenylphosphine)palladium (II) (1.5 g), and the mixture was heated to reflux for 3 hours under argon atmosphere. The mixture was cooled to room temperature and then poured into water, which was then extracted twice with ethyl ac... Yields the product CC1=C(C(=CC(=C1)C(=C)C(F)(F)F)C)[N+](=O)[O-] (1,3-dimethyl-2-nitro-5-[1-(trifluoromethyl)vinyl]benzene). The solvent is C1CCOC1 (THF), O (water). Starting materials: COC(CC1(CC1)CC(C)=O)=O ([1-(2-oxo-propyl)-cyclopropyl]-acetic acid methyl ester), C[O-].[Na+] (sodium methanolate). Solvent: O1CCCC1 (tetrahydrofuran), C(C)(C)(C)OC (methyl tert-butyl ether), CO (methanol). Conditions: time 6 hour. The product is C1CC12CC(CC(C2)=O)=O (Spiro[2.5]octane-5,7-dione). RXN SMILES: CO[C:3](=[O:12])[CH2:4][C:5]1([CH2:8][C:9](=[O:11])[CH3:10])[CH2:7][CH2:6]1.C[O-].[Na+]>O1CCCC1.CO.C(OC)(C)(C)C>[CH2:6]1[C:5]2([CH2:4][C:3](=[O:12])[CH2:10][C:9](=[O:11])[CH2:8]2)[CH2:7]1 |f:1.2|. Reported procedure: 23.3 g of crude [1-(2-oxo-propyl)-cyclopropyl]-acetic acid methyl ester (60% purity, from step 5) are dissolved in 135 ml of tetrahydrofuran and 17.1 g of a sodium methanolate solution in methanol (30% in methanol) are added at room temperature and the mixture is stirred for six hours. Then the solution is diluted with 135 ml of methyl tert-butyl ether and quenched with 135 ml of water. Stirring is continued for five minutes, then the phases are separated. The aqueous phase is extracted with 67.... Starting materials: C1(CC1)N1C(=O)N=C(N)C=C1 (1-cyclopropylcytosine), C(C)(=O)NC1=CC=C(S(=O)(=O)Cl)C=C1 (N-acetylsulfanilyl chloride). The solvent is N1=CC=CC=C1 (pyridine). Run at time 8 hour. The product is C(C)(=O)NC1=CC=C(S(=O)(=O)NC2=NC(N(C=C2)C2CC2)=O)C=C1 (N4 -Acetyl-N1 -(1-cyclopropyl-1,2-dihydro-2-oxo-4-pyrimidinyl)-sulfanilamide). RXN SMILES: [CH:1]1([N:4]2[CH:11]=[CH:10][C:8]([NH2:9])=[N:7][C:5]2=[O:6])[CH2:3][CH2:2]1.[C:12]([NH:15][C:16]1[CH:25]=[CH:24][C:19]([S:20](Cl)(=[O:22])=[O:21])=[CH:18][CH:17]=1)(=[O:14])[CH3:13]>N1C=CC=CC=1>[C:12]([NH:15][C:16]1[CH:25]=[CH:24][C:19]([S:20]([NH:9][C:8]2[CH:10]=[CH:11][N:4]([CH:1]3[CH2:3][CH2:2]3)[C:5](=[O:6])[N:7]=2)(=[O:22])=[O:21])=[CH:18][CH:17]=1)(=[O:14])[CH3:13]. Procedure details: A mixture of 10.6 g. of 1-cyclopropylcytosine, 16.4 g. of N-acetylsulfanilyl chloride and 47 ml. of pyridine was stirred overnight after momentary cooling to maintain the reaction below 30°. The mixture was poured into 700 ml. of water, and after filtration by gravity, the solution was strongly acidified by addition of 6N hydrochloric acid. Gradual crystallization occurred overnight in a refrigerator before filtering the N4 -acetyl-N1 -(1-cyclopropyl-1,2-dihydro-2-oxo-4-pyrimidinyl)-sulfanilamid... Reactants: CCS(=O)(=O)c1ccc(C(=O)O)s1, CCN=C=NCCCN(C)C, CN(C)C=O, Cl, Nc1cccc(Oc2ccc3nc(NC(=O)C4CC4)cn3n2)c1, On1nnc2ccccc21. Product: CCS(=O)(=O)c1ccc(C(=O)Nc2cccc(Oc3ccc4nc(NC(=O)C5CC5)cn4n3)c2)s1. As a reaction SMILES: [CH2:24]([CH3:25])[S:26](=[O:27])(=[O:28])[c:29]1[cH:30][cH:31][c:32]([C:34](=[O:35])[OH:36])[s:33]1.[CH3:38][N:39]([CH3:40])[CH2:41][CH2:42][CH2:43][N:44]=[C:45]=[N:46][CH2:47][CH3:48].[CH3:59][N:60]([CH3:61])[CH:62]=[O:63].[ClH:37].[NH2:1][c:2]1[cH:3][c:4]([O:5][c:6]2[cH:7][cH:8][c:9]3[n:10]([n:11]2)[cH:12][c:13]([NH:15][C:16](=[O:17])[CH:18]2[CH2:19][CH2:20]2)[n:14]3)[cH:21][cH:22][cH:23]1.[OH:49][n:50]1[c:51]2[cH:52][cH:53][cH:54][cH:55][c:56]2[n:57][n:58]1>>[NH:1]([c:2]1[cH:3][c:4]([O:5][c:6]2[cH:7][cH:8][c:9]3[n:10]([n:11]2)[cH:12][c:13]([NH:15][C:16](=[O:17])[CH:18]2[CH2:19][CH2:20]2)[n:14]3)[cH:21][cH:22][cH:23]1)[C:34]([c:32]1[cH:31][cH:30][c:29]([S:26]([CH2:24][CH3:25])(=[O:27])=[O:28])[s:33]1)=[O:35]. The reactants are Cc1ccccc1, CC(CCO)c1ccc(-c2ccccc2)c(F)c1, O, O=C(O)c1ccccc1, Cc1ccc(S(=O)(=O)O)cc1. The product is CC(CCOC(=O)c1ccccc1)c1ccc(-c2ccccc2)c(F)c1. As a reaction SMILES: [CH3:39][c:40]1[cH:41][cH:42][cH:43][cH:44][cH:45]1.[F:1][c:2]1[c:3](-[c:13]2[cH:14][cH:15][cH:16][cH:17][cH:18]2)[cH:4][cH:5][c:6]([CH:8]([CH2:9][CH2:10][OH:11])[CH3:12])[cH:7]1.[OH2:46].[OH:19][C:20](=[O:21])[c:22]1[cH:23][cH:24][cH:25][cH:26][cH:27]1.[c:28]1([CH3:29])[cH:30][cH:31][c:32]([S:33]([OH:34])(=[O:35])=[O:36])[cH:37][cH:38]1>>[F:1][c:2]1[c:3](-[c:13]2[cH:14][cH:15][cH:16][cH:17][cH:18]2)[cH:4][cH:5][c:6]([CH:8]([CH2:9][CH2:10][O:11][C:20](=[O:19])[c:22]2[cH:23][cH:24][cH:25][cH:26][cH:27]2)[CH3:12])[cH:7]1.